From a dataset of the Open Reaction Database (ORD), a public repository of structured organic reaction records. describe an organic reaction: reactants, conditions, products, and yield Starting materials: C(C)(C)(C)P(C(C)(C)C)C(C)(C)C (Tri-tert-butylphosphine), C(C)(C)NC(C)C (diisopropylamine), C(C)(C)(C)OC(NC1(CCC1)C1=CC=C(C=C1)C1=C(OC2=C(C=CC=C2C1=O)Br)C1=CC=CC=C1)=O ({1-[4-(8-bromo-4-oxo-2-phenyl-4H-chromen-3-yl)-phenyl]-cyclobutyl}-carbamic acid tert-butyl ester), C[Si](C)(C)C#C ((trimethylsilyl)acetylene). Reagents/catalysts: [Cu]I (Copper(I) iodide), C1=CC=C(C=C1)C#N.C1=CC=C(C=C1)C#N.Cl[Pd]Cl (bis(benzonitrile)dichloro palladium(II)). The solvent is C1(=CC=CC=C1)C (toluene). Yields the product C(C)(C)(C)OC(NC1(CCC1)C1=CC=C(C=C1)C1=C(OC2=C(C=CC=C2C1=O)C#C[Si](C)(C)C)C1=CC=CC=C1)=O ({1-[4-(4-oxo-2-phenyl-8-trimethylsilanylethynyl-4H-chromen-3-yl)-phenyl]-cyclobutyl}-carbamic acid tert-butyl ester). Isolated yield 99.4%. As a reaction SMILES: C(P(C(C)(C)C)C(C)(C)C)(C)(C)C.C(NC(C)C)(C)C.[C:21]([O:25][C:26](=[O:56])[NH:27][C:28]1([C:32]2[CH:37]=[CH:36][C:35]([C:38]3[C:47](=[O:48])[C:46]4[C:41](=[C:42](Br)[CH:43]=[CH:44][CH:45]=4)[O:40][C:39]=3[C:50]3[CH:55]=[CH:54][CH:53]=[CH:52][CH:51]=3)=[CH:34][CH:33]=2)[CH2:31][CH2:30][CH2:29]1)([CH3:24])([CH3:23])[CH3:22].[CH3:57][Si:58]([C:61]#[CH:62])([CH3:60])[CH3:59]>C1(C)C=CC=CC=1.[Cu]I.C1C=CC(C#N)=CC=1.C1C=CC(C#N)=CC=1.Cl[Pd]Cl>[C:21]([O:25][C:26](=[O:56])[NH:27][C:28]1([C:32]2[CH:37]=[CH:36][C:35]([C:38]3[C:47](=[O:48])[C:46]4[C:41](=[C:42]([C:62]#[C:61][Si:58]([CH3:60])([CH3:59])[CH3:57])[CH:43]=[CH:44][CH:45]=4)[O:40][C:39]=3[C:50]3[CH:55]=[CH:54][CH:53]=[CH:52][CH:51]=3)=[CH:34][CH:33]=2)[CH2:31][CH2:30][CH2:29]1)([CH3:24])([CH3:23])[CH3:22] |f:6.7.8|. Procedure: Copper(I) iodide (1 mg, 0.005 mmol) and bis(benzonitrile)dichloro palladium(II) (2 mg, 0.005 mmol) were dissolved in toluene (1 mL) with stirring. Tri-tert-butylphosphine (2 mg, 0.01 mmol), diisopropylamine (0.017 ml, 0.118 mmol), {1-[4-(8-bromo-4-oxo-2-phenyl-4H-chromen-3-yl)-phenyl]-cyclobutyl}-carbamic acid tert-butyl ester (50 mg, 0.091 mmol) and (trimethylsilyl)acetylene (0.015 mL, 0.109 mmol) were added, the vial was sealed, and reaction mixture was stirred at RT under an atmosphere of arg... Reactants: COC(=O)CBr, N#Cc1ccc(-c2ccc(N3CCNC3=O)cc2)cc1, CN(C)C=O, [H-], [Na+], O. The product is COC(=O)CN1CCN(c2ccc(-c3ccc(C#N)cc3)cc2)C1=O. RXN SMILES: [Br:23][CH2:24][C:25](=[O:26])[O:27][CH3:28].[C:1](#[N:2])[c:3]1[cH:4][cH:5][c:6](-[c:9]2[cH:10][cH:11][c:12]([N:15]3[C:16](=[O:20])[NH:17][CH2:18][CH2:19]3)[cH:13][cH:14]2)[cH:7][cH:8]1.[CH3:30][N:31]([CH3:32])[CH:33]=[O:34].[H-:21].[Na+:22].[OH2:29]>>[C:1](#[N:2])[c:3]1[cH:4][cH:5][c:6](-[c:9]2[cH:10][cH:11][c:12]([N:15]3[C:16](=[O:20])[N:17]([CH2:24][C:25](=[O:26])[O:27][CH3:28])[CH2:18][CH2:19]3)[cH:13][cH:14]2)[cH:7][cH:8]1. The reactants are CCCBr, Brc1ncccc1OCc1ccccc1, CCOCC, I, [Mg], O. The product is CCCc1ncccc1OCc1ccccc1. Reaction SMILES: [Br:3][CH2:4][CH2:5][CH3:6].[CH2:7]([c:8]1[cH:9][cH:10][cH:11][cH:12][cH:13]1)[O:14][c:15]1[c:16]([Br:21])[n:17][cH:18][cH:19][cH:20]1.[CH3:22][CH2:23][O:24][CH2:25][CH3:26].[I:2].[Mg:1].[OH2:27]>>[CH2:4]([CH2:5][CH3:6])[c:16]1[c:15]([O:14][CH2:7][c:8]2[cH:9][cH:10][cH:11][cH:12][cH:13]2)[cH:20][cH:19][cH:18][n:17]1.